From a dataset of the Open Reaction Database (ORD), a public repository of structured organic reaction records. describe an organic reaction: reactants, conditions, products, and yield The reactants are C(=O)([O-])[O-].[K+].[K+] (K2CO3), IC=1C=C2C=NN(C2=CC1)C1=CC=C(C(=O)O)C=C1 (4-(5-iodoindazole-1-yl)-benzoic acid), CI (CH3I). The solvent is CN(C)C=O (DMF), CN(C)C=O (DMF). Reaction conditions: time 30 minute. The product is COC(C1=CC=C(C=C1)N1N=CC2=CC(=CC=C12)I)=O (Methyl-4-(5-iodoindazole-1-yl)-benzoate). Yield: 76.8%. RXN SMILES: [C:1]([O-])([O-])=O.[K+].[K+].[I:7][C:8]1[CH:9]=[C:10]2[C:14](=[CH:15][CH:16]=1)[N:13]([C:17]1[CH:25]=[CH:24][C:20]([C:21]([OH:23])=[O:22])=[CH:19][CH:18]=1)[N:12]=[CH:11]2.CI>CN(C=O)C>[CH3:1][O:22][C:21](=[O:23])[C:20]1[CH:19]=[CH:18][C:17]([N:13]2[C:14]3[C:10](=[CH:9][C:8]([I:7])=[CH:16][CH:15]=3)[CH:11]=[N:12]2)=[CH:25][CH:24]=1 |f:0.1.2|. Reported procedure: K2CO3 (7.35 g, 53.2 mmol) is suspended in 110 mL DMF. 4-(5-iodoindazole-1-yl)-benzoic acid (17.6 g, 48.33 mmol), dissolved in 25 mL DMF, is added dropwise. The reaction mixture is stirred for 30 min at r.t. Subsequently CH3I (3.31 mL, 53.2 mmol) is added dropwise (temperature rises to 30° C.). The reaction mixture is stirred overnight at r.t. and then poured on ice water. It is three times extracted with ethyl acetate. The combined organic extracts are washed twice with water and brine. After dr...